From a dataset of the Open Reaction Database (ORD), a public repository of structured organic reaction records. describe an organic reaction: reactants, conditions, products, and yield The reactants are ice water, BrCC1=CC=C(C=C1)C1=C(C=CC=C1)C#N (4-bromomethyl-2'-cyano-biphenyl), C(C1=CC=CC=C1)OC(=O)C1(CCCC1)N (1-aminocyclopentane-carboxylic acid benzyl ester), CCN(C(C)C)C(C)C (Hunig base). The solvent is CN(C=O)C (N,N-dimethylformamide). Yields the product C(C1=CC=CC=C1)OC(=O)C1(CCCC1)NCC1=CC=C(C=C1)C1=C(C=CC=C1)C#N (N-(1-benzyloxycarbonylcyclopentyl)-N-(2'-cyanobiphenyl-4-ylmethyl)-amine). RXN SMILES: Br[CH2:2][C:3]1[CH:8]=[CH:7][C:6]([C:9]2[CH:14]=[CH:13][CH:12]=[CH:11][C:10]=2[C:15]#[N:16])=[CH:5][CH:4]=1.[CH2:17]([O:24][C:25]([C:27]1([NH2:32])[CH2:31][CH2:30][CH2:29][CH2:28]1)=[O:26])[C:18]1[CH:23]=[CH:22][CH:21]=[CH:20][CH:19]=1.CCN(C(C)C)C(C)C>CN(C)C=O>[CH2:17]([O:24][C:25]([C:27]1([NH:32][CH2:2][C:3]2[CH:8]=[CH:7][C:6]([C:9]3[CH:14]=[CH:13][CH:12]=[CH:11][C:10]=3[C:15]#[N:16])=[CH:5][CH:4]=2)[CH2:28][CH2:29][CH2:30][CH2:31]1)=[O:26])[C:18]1[CH:23]=[CH:22][CH:21]=[CH:20][CH:19]=1. Procedure: A mixture of 2.72 g (10 mmol) of 4-bromomethyl-2'-cyano-biphenyl, 2.63 g (12 mmol) of 1-aminocyclopentane-carboxylic acid benzyl ester, 3.4 ml (20 mmol) of Hunig base and 10 ml of N,N-dimethylformamide is heated to 130°-140° (bath temperature) for 2 hours while stirring. After cooling, the reaction mixture is poured onto 50 ml of ice/water. Extraction using ethyl acetate yields the crude N-(1-benzyloxycarbonylcyclopentyl)-N-(2'-cyanobiphenyl-4-ylmethyl)-amine, which forms a hydrochloride melting... Starting materials: CN(C)C=O, Clc1cccc(Cl)c1-n1cccc1, [Na+], [OH-], O, O=P(Cl)(Cl)Cl. The product is O=Cc1cccn1-c1c(Cl)cccc1Cl. Reaction SMILES: [CH3:6][N:7]([CH:8]=[O:9])[CH3:10].[Cl:11][c:12]1[c:13](-[n:19]2[cH:20][cH:21][cH:22][cH:23]2)[c:14]([Cl:18])[cH:15][cH:16][cH:17]1.[Na+:25].[OH-:24].[OH2:26].[P:1]([Cl:2])([Cl:3])([Cl:4])=[O:5]>>[CH:8](=[O:9])[c:20]1[n:19](-[c:13]2[c:12]([Cl:11])[cH:17][cH:16][cH:15][c:14]2[Cl:18])[cH:23][cH:22][cH:21]1. The reactants are [H-].[Al+3].[Li+].[H-].[H-].[H-] (Lithium aluminium hydride), COC(C1=CC(=C(C=C1)NC(C)=O)I)=O (4-acetylamino-3-iodo-benzoic acid methyl ester). The solvent is C1CCOC1 (THF), C1CCOC1 (THF). Conditions: temperature -10 celsius, time 1 hour. Yields the product OCC1=CC(=C(C=C1)NC(C)=O)I (N-(4-hydroxymethyl-2-iodo-phenyl)-acetamide). RXN SMILES: [H-].[Al+3].[Li+].[H-].[H-].[H-].C[O:8][C:9](=O)[C:10]1[CH:15]=[CH:14][C:13]([NH:16][C:17](=[O:19])[CH3:18])=[C:12]([I:20])[CH:11]=1>C1COCC1>[OH:8][CH2:9][C:10]1[CH:15]=[CH:14][C:13]([NH:16][C:17](=[O:19])[CH3:18])=[C:12]([I:20])[CH:11]=1 |f:0.1.2.3.4.5|. Reported procedure: Lithium aluminium hydride (2.43 g, 64.1 mmol) was taken in a dry, three-necked, round bottom flask. Anhydrous THF (80 mL) was added and cooled to −10° C. A solution of 4-acetylamino-3-iodo-benzoic acid methyl ester (10.2 g, 32.0 mmol) in anhydrous THF (60 mL) was added dropwise at −10° C. over a period of 45 minutes under nitrogen. Stirring was continued at −10° C. for 1 hour. The reaction mixture was quenched with saturated sodium sulfate aqueous solution. The reaction mixture was then filtered... Reactants: FC1=C(N)C(=CC=C1F)[N+](=O)[O-] (2,3-difluoro-6-nitroaniline), C1(=CC=CC=C1)O (phenol), C([O-])([O-])=O.[K+].[K+] (potassium carbonate). Run in CN(C)C=O (DMF), C(C)(=O)OCC (ethyl acetate). Reaction conditions: temperature 120 celsius. Yields the product FC1=C(N)C(=CC=C1OC1=CC=CC=C1)[N+](=O)[O-] (2-fluoro-6-nitro-3-phenoxyaniline). The yield is 93.5%. RXN SMILES: [F:1][C:2]1[C:8](F)=[CH:7][CH:6]=[C:5]([N+:10]([O-:12])=[O:11])[C:3]=1[NH2:4].[C:13]1([OH:19])[CH:18]=[CH:17][CH:16]=[CH:15][CH:14]=1.C(=O)([O-])[O-].[K+].[K+]>CN(C=O)C.C(OCC)(=O)C>[F:1][C:2]1[C:8]([O:19][C:13]2[CH:18]=[CH:17][CH:16]=[CH:15][CH:14]=2)=[CH:7][CH:6]=[C:5]([N+:10]([O-:12])=[O:11])[C:3]=1[NH2:4] |f:2.3.4|. Procedure details: To a solution of 2,3-difluoro-6-nitroaniline (200 mg, 1.15 mmol) in DMF (10 ml) was added phenol (108 mg, 1.15 mmol) and potassium carbonate (317 mg, 2.30 mmol). The reaction was heated (120° C.) overnight and then cooled to rt. The reaction was diluted with ethyl acetate (200 mL) and then washed with water (2×100 mL) and brine (100 mL). The organic layer was dried over sodium sulfate, filtered and concentrated under reduced pressure. The residue was purified by silica gel chromatography using 0... Starting materials: C1CCOC1, CCC(O)CC, Cc1cc(C)c(-c2cn(C)c3c(Cl)nc(C)nc23)c(C)c1, [H-], [Na+]. Product: CCC(CC)Oc1nc(C)nc2c(-c3c(C)cc(C)cc3C)cn(C)c12. RXN SMILES: [CH2:30]1[O:31][CH2:32][CH2:33][CH2:34]1.[CH3:1][CH2:2][CH:3]([CH2:4][CH3:5])[OH:6].[Cl:9][c:10]1[c:11]2[c:12]([n:13][c:14]([CH3:16])[n:15]1)[c:17](-[c:21]1[c:22]([CH3:29])[cH:23][c:24]([CH3:28])[cH:25][c:26]1[CH3:27])[cH:18][n:19]2[CH3:20].[H-:8].[Na+:7]>>[CH3:1][CH2:2][CH:3]([CH2:4][CH3:5])[O:6][c:10]1[c:11]2[c:12]([n:13][c:14]([CH3:16])[n:15]1)[c:17](-[c:21]1[c:22]([CH3:29])[cH:23][c:24]([CH3:28])[cH:25][c:26]1[CH3:27])[cH:18][n:19]2[CH3:20].